From a dataset of the Open Reaction Database (ORD), a public repository of structured organic reaction records. describe an organic reaction: reactants, conditions, products, and yield Reactants: Cc1c(C2CC2CC#N)ncc(F)c1OC(C)(C)C, O=C(O)C(F)(F)F, O=P(Cl)(Cl)Cl. Product: Cc1c(C2CC2CC#N)ncc(F)c1Cl. Reaction SMILES: [C:1]([O:2][c:6]1[c:7]([CH3:19])[c:8]([CH:13]2[CH:14]([CH2:16][C:17]#[N:18])[CH2:15]2)[n:9][cH:10][c:11]1[F:12])([CH3:3])([CH3:4])[CH3:5].[OH:25][C:26]([C:27]([F:28])([F:29])[F:30])=[O:31].[P:20]([Cl:21])([Cl:22])([Cl:23])=[O:24]>>[c:6]1([Cl:22])[c:7]([CH3:19])[c:8]([CH:13]2[CH:14]([CH2:16][C:17]#[N:18])[CH2:15]2)[n:9][cH:10][c:11]1[F:12]. Reactants: FC(C(C(F)(F)F)(O)C1=CC(=C(C=O)C=C1)CCC)(F)F (4-(1,1,1,3,3,3-Hexafluoro-2-hydroxypropan-2-yl)-2-propylbenzaldehyde), [BH4-].[Na+] (sodium borohydride). Solvent: CO (methanol), ClCCl (dichloromethane). Conditions: time 90 minute. The product is FC(C(C(F)(F)F)(O)C1=CC(=C(C=C1)CO)CCC)(F)F (1,1,1,3,3,3-Hexafluoro-2-(4-(hydroxymethyl)-3-propylphenyl)propan-2-ol). The yield is 80.0%. As a reaction SMILES: [F:1][C:2]([F:21])([F:20])[C:3]([C:9]1[CH:16]=[CH:15][C:12]([CH:13]=[O:14])=[C:11]([CH2:17][CH2:18][CH3:19])[CH:10]=1)([OH:8])[C:4]([F:7])([F:6])[F:5].[BH4-].[Na+]>CO.ClCCl>[F:1][C:2]([F:20])([F:21])[C:3]([C:9]1[CH:16]=[CH:15][C:12]([CH2:13][OH:14])=[C:11]([CH2:17][CH2:18][CH3:19])[CH:10]=1)([OH:8])[C:4]([F:5])([F:7])[F:6] |f:1.2|. Reported procedure: 4-(1,1,1,3,3,3-Hexafluoro-2-hydroxypropan-2-yl)-2-propylbenzaldehyde (0.636 mmol, 200 mg) was dissolved in methanol (4 mL)/dichloromethane (1 mL) and sodium borohydride (1.909 mmol, 72.2 mg) was added. The mixture was stirred at room temperature for 90 minutes then was concentrated under reduced pressure. The residue was dissolved in dichloromethane (50 mL) and washed with a saturated solution of sodium bicarbonate (25 mL). The organic phase was filtered through a hydrophobic frit and concentrat... The reactants are [I-], [K+], O=N[O-], Nc1cc(CO)ccc1F, [Na+], O, O=S(=O)(O)O. The product is OCc1ccc(F)c(I)c1. RXN SMILES: [I-:21].[K+:20].[N:16]([O-:17])=[O:18].[NH2:1][c:2]1[cH:3][c:4]([CH2:5][OH:6])[cH:7][cH:8][c:9]1[F:10].[Na+:19].[OH2:22].[S:11](=[O:12])(=[O:13])([OH:14])[OH:15]>>[c:2]1([I:21])[cH:3][c:4]([CH2:5][OH:6])[cH:7][cH:8][c:9]1[F:10].